This data is from the Open Reaction Database (ORD), a public repository of structured organic reaction records. The task is: describe an organic reaction: reactants, conditions, products, and yield Starting materials: C1(=CC=CC=C1)CC(=O)C1=CC=CC=C1 (a-phenylacetophenone), S1N=NC=C1 (thiadiazole). Yields the product C1(=CC=CC=C1)C=1N=NSC1C1=CC=CC=C1 (4,5-Diphenyl-1,2,3-thiadiazole). Reaction SMILES: [C:1]1([CH2:7][C:8]([C:10]2[CH:15]=[CH:14][CH:13]=[CH:12][CH:11]=2)=O)[CH:6]=[CH:5][CH:4]=[CH:3][CH:2]=1.[S:16]1C=C[N:18]=[N:17]1>>[C:1]1([C:7]2[N:18]=[N:17][S:16][C:8]=2[C:10]2[CH:15]=[CH:14][CH:13]=[CH:12][CH:11]=2)[CH:6]=[CH:5][CH:4]=[CH:3][CH:2]=1. Reported procedure: The tosylhydrazone (58.0 g, 0.16 mol) was dissolved in CH2Cl2 (200 ml) and thionyl chloride (14.1 ml, 0.2 mol) in CH2Cl2 (10 ml) was added and the entire reaction was stirred at room temperature 2.25 hours. Filtration of the mixture afforded 9.0 g of solid identified by NMR as toluenesulfonylchloride. The remaining liquid was concentrated and then heated at reflux in THF (200 ml) and H2O (50 ml) for 20.5 hours. After cooling, it was brought to pH 11 with NaOH. The aqueous layer was extracted wit...